Task: describe an organic reaction: reactants, conditions, products, and yield. Dataset: the Open Reaction Database (ORD), a public repository of structured organic reaction records Run in ClC(C)Cl (dichloroethane), ClC(C)Cl (dichloroethane). The reactants are [BH-](OC(=O)C)(OC(=O)C)OC(=O)C.[Na+] (Na(OAc)3BH), N1CC(CC1)CNC(COC1=NC=C(C=N1)C1=CC=C(C=C1)OC)=O (N-(pyrrolidin-3-(RS)-ylmethyl)-2-(5-(4-methoxyphenyl)pyrimidin-2-yloxy)acetamide), ClC=1C=C(C=O)C=CC1Cl (3,4-dichlorobenzaldehyde), C(C)(C)N(CC)C(C)C (diisopropylethylamine). The product is ClC=1C=C(CN2CC(CC2)CNC(COC2=NC=C(C=N2)C2=CC=C(C=C2)OC)=O)C=CC1Cl (N-[1-(3,4-dichlorobenzyl)pyrrolidin-3-(RS)-ylmethyl]-2-[5-(4-methoxyphenyl)pyrimidin-2-yloxy]acetamide). Reported procedure: A stock solution containing N-(pyrrolidin-3-(RS)-ylmethyl)-2-(5-(4-methoxyphenyl)pyrimidin-2-yloxy)acetamide (0.44 mmol) in dichloroethane (10 mL) was added to a solution of 3,4-dichlorobenzaldehyde (85 mg, 0.48 mmol, 1.1 equiv.) and diisopropylethylamine (0.35 mL, 2.0 mmol, 4.5 equiv.) in dichloroethane (5 mL). Excess Na(OAc)3BH (140 mg, 0.66 mmol, 1.5 equiv.) was added and the reaction mixture was stirred rapidly at room temperature overnight. The reaction mixture was quenched with methanol, c... RXN SMILES: [NH:1]1[CH2:5][CH2:4][CH:3]([CH2:6][NH:7][C:8](=[O:25])[CH2:9][O:10][C:11]2[N:16]=[CH:15][C:14]([C:17]3[CH:22]=[CH:21][C:20]([O:23][CH3:24])=[CH:19][CH:18]=3)=[CH:13][N:12]=2)[CH2:2]1.[Cl:26][C:27]1[CH:28]=[C:29]([CH:32]=[CH:33][C:34]=1[Cl:35])[CH:30]=O.C(N(C(C)C)CC)(C)C.[BH-](OC(C)=O)(OC(C)=O)OC(C)=O.[Na+]>ClC(Cl)C>[Cl:26][C:27]1[CH:28]=[C:29]([CH:32]=[CH:33][C:34]=1[Cl:35])[CH2:30][N:1]1[CH2:5][CH2:4][CH:3]([CH2:6][NH:7][C:8](=[O:25])[CH2:9][O:10][C:11]2[N:12]=[CH:13][C:14]([C:17]3[CH:18]=[CH:19][C:20]([O:23][CH3:24])=[CH:21][CH:22]=3)=[CH:15][N:16]=2)[CH2:2]1 |f:3.4|. Conditions: time 8 hour.